From a dataset of the Open Reaction Database (ORD), a public repository of structured organic reaction records. describe an organic reaction: reactants, conditions, products, and yield Yields the product CCNC(=O)Nc1ccc(-c2nc3c(c(N4CCOCC4C)n2)CN(C(=O)CC#N)CC3)cc1. Starting materials: N#CCC(=O)O, CCNC(=O)Nc1ccc(-c2nc3c(c(N4CCOCC4C)n2)CNCC3)cc1, CCN=C=NCCCN(C)C, CN(C)C=O, CCN(C(C)C)C(C)C, Cl, Cl, On1nnc2ccccc21. As a reaction SMILES: [C:1](#[N:2])[CH2:3][C:4](=[O:5])[OH:6].[CH2:44]([CH3:45])[NH:46][C:47](=[O:48])[NH:49][c:50]1[cH:51][cH:52][c:53](-[c:56]2[n:57][c:58]([N:66]3[CH:67]([CH3:72])[CH2:68][O:69][CH2:70][CH2:71]3)[c:59]3[c:60]([n:61]2)[CH2:62][CH2:63][NH:64][CH2:65]3)[cH:54][cH:55]1.[CH3:23][N:24]([CH3:25])[CH2:26][CH2:27][CH2:28][N:29]=[C:30]=[N:31][CH2:32][CH3:33].[CH3:7][N:8]([CH3:9])[CH:10]=[O:11].[CH:34]([N:35]([CH2:36][CH3:37])[CH:38]([CH3:39])[CH3:40])([CH3:41])[CH3:42].[ClH:22].[ClH:43].[OH:12][n:13]1[c:14]2[cH:15][cH:16][cH:17][cH:18][c:19]2[n:20][n:21]1>>[C:1](#[N:2])[CH2:3][C:4](=[O:6])[N:64]1[CH2:63][CH2:62][c:60]2[c:59]([c:58]([N:66]3[CH:67]([CH3:72])[CH2:68][O:69][CH2:70][CH2:71]3)[n:57][c:56](-[c:53]3[cH:52][cH:51][c:50]([NH:49][C:47]([NH:46][CH2:44][CH3:45])=[O:48])[cH:55][cH:54]3)[n:61]2)[CH2:65]1. Reactants: COC=1C=C(C=CC1OC)C(C)NC1=NC=CC(=N1)N1C(OC[C@@H]1C(C)C)=O ((4S)-3-(2-((1-(3,4-dimethoxyphenyl)ethyl)amino)pyrimidin-4-yl)-4-isopropyloxazolidin-2-one), CC(C)O (iPrOH). Run in C(=O)=O (CO2). Product: COC=1C=C(C=CC1OC)[C@@H](C)NC1=NC=CC(=N1)N1C(OC[C@@H]1C(C)C)=O ((S)-3-(2-((R)-1-(3,4-dimethoxyphenyl)ethylamino)pyrimidin-4-yl)-4-isopropyloxazolidin-2-one), COC=1C=C(C=CC1OC)[C@H](C)NC1=NC=CC(=N1)N1C(OC[C@@H]1C(C)C)=O ((S)-3-(2-((S)-1-(3,4-dimethoxyphenyl)ethylamino)pyrimidin-4-yl)-4-isopropyloxazolidin-2-one). Reaction SMILES: [CH3:1][O:2][C:3]1[CH:4]=[C:5]([CH:11]([NH:13][C:14]2[N:19]=[C:18]([N:20]3[C@@H:24]([CH:25]([CH3:27])[CH3:26])[CH2:23][O:22][C:21]3=[O:28])[CH:17]=[CH:16][N:15]=2)[CH3:12])[CH:6]=[CH:7][C:8]=1[O:9][CH3:10].CC(O)C>C(=O)=O>[CH3:1][O:2][C:3]1[CH:4]=[C:5]([C@H:11]([NH:13][C:14]2[N:19]=[C:18]([N:20]3[C@@H:24]([CH:25]([CH3:27])[CH3:26])[CH2:23][O:22][C:21]3=[O:28])[CH:17]=[CH:16][N:15]=2)[CH3:12])[CH:6]=[CH:7][C:8]=1[O:9][CH3:10].[CH3:1][O:2][C:3]1[CH:4]=[C:5]([C@@H:11]([NH:13][C:14]2[N:19]=[C:18]([N:20]3[C@@H:24]([CH:25]([CH3:27])[CH3:26])[CH2:23][O:22][C:21]3=[O:28])[CH:17]=[CH:16][N:15]=2)[CH3:12])[CH:6]=[CH:7][C:8]=1[O:9][CH3:10]. Procedure: A mixture of (4S)-3-(2-((1-(3,4-dimethoxyphenyl)ethyl)amino)pyrimidin-4-yl)-4-isopropyloxazolidin-2-one (example 118) was resolved on a column (AS-H 4.6×100 mm) using 30% iPrOH in CO2 to give (S)-3-(2-((R)-1-(3,4-dimethoxyphenyl)ethylamino)pyrimidin-4-yl)-4-isopropyloxazolidin-2-one and (S)-3-(2-((S)-1-(3,4-dimethoxyphenyl)ethylamino)pyrimidin-4-yl)-4-isopropyloxazolidin-2-one. The reactants are C1(=CC=CC=C1)P(C1=CC=CC=C1)C1=CC=CC=C1 (triphenylphosphine), BrN1C(CCC1=O)=O (N-bromosuccinimide), FC=1C=C(C=CC1)CCCO (3-(3-fluorophenyl)-1-propanol). Run in C(Cl)Cl (methylene chloride). Product: BrCCCC1=CC(=CC=C1)F (1-(3-bromopropyl)-3-fluorobenzene). Isolated yield 78.8%. As a reaction SMILES: [F:1][C:2]1[CH:3]=[C:4]([CH2:8][CH2:9][CH2:10]O)[CH:5]=[CH:6][CH:7]=1.C1(P(C2C=CC=CC=2)C2C=CC=CC=2)C=CC=CC=1.[Br:31]N1C(=O)CCC1=O>C(Cl)Cl>[Br:31][CH2:10][CH2:9][CH2:8][C:4]1[CH:5]=[CH:6][CH:7]=[C:2]([F:1])[CH:3]=1. Reported procedure: Compound 23-1 (10.0 g) was dissolved in methylene chloride (100 ml), triphenylphosphine (17.5 g) and N-bromosuccinimide (11.8 g) were added under ice-cooling, and the mixture was stirred under ice-cooling for 3.5 hr. The reaction mixture was washed with water and saturated brine, and dried over anhydrous magnesium sulfate. The solvent was evaporated under reduced pressure. Diethyl ether (100 ml) was added, and the precipitated triphenylphosphine oxide was filtered off. The concentrate of the fil... Starting materials: NC1=C(N=NC2=C(C=CC=C12)Br)C(=O)NCCC (4-amino-8-bromo-N-propyl-cinnoline-3-carboxamide), CC=1C=C(C=CC1)B(O)O (3-methylphenyl boronic acid). The product is NC1=C(N=NC2=C(C=CC=C12)C=1C=C(C=CC1)C)C(=O)NCCC (4-Amino-8-(m-tolyl)-N-propyl-cinnoline-3-carboxamide), solid. The yield is 69.0%. As a reaction SMILES: [NH2:1][C:2]1[C:11]2[C:6](=[C:7](Br)[CH:8]=[CH:9][CH:10]=2)[N:5]=[N:4][C:3]=1[C:13]([NH:15][CH2:16][CH2:17][CH3:18])=[O:14].[CH3:19][C:20]1[CH:21]=[C:22](B(O)O)[CH:23]=[CH:24][CH:25]=1>>[NH2:1][C:2]1[C:11]2[C:6](=[C:7]([C:24]3[CH:25]=[C:20]([CH3:19])[CH:21]=[CH:22][CH:23]=3)[CH:8]=[CH:9][CH:10]=2)[N:5]=[N:4][C:3]=1[C:13]([NH:15][CH2:16][CH2:17][CH3:18])=[O:14]. Procedure: The title compound was prepared from 4-amino-8-bromo-N-propyl-cinnoline-3-carboxamide (450 mg, 1.46 mmol) and 3-methylphenyl boronic acid (408 mg, 3.00 mmol) according to Method A to afford an off-white solid (321 mg, 69%). 1H NMR (300.132 MHz, CDCl3) δ 8.58 (t, J=5.0 Hz, 1H), 7.85 (dd, J=8.3, 1.4 Hz, 1H), 7.79 (dd, J=7.3, 1.4 Hz, 1H), 7.71 (dd, J=8.1, 7.3 Hz, 1H), 7.50 (s, 1H), 7.48 (s, 2H), 7.39 (t, J=7.9 Hz, 1H), 7.23 (s, 1H), 3.46 (q, J=6.7 Hz, 2H), 2.44 (s, 3H), 1.67 (sextet, J=7.3 Hz, 2H),... Starting materials: BrC1=CC=C(C=C1)[C@@H]1[C@H](C1)CN(C)C (1-((1S,2S)-2-(4-bromophenyl)cyclopropyl)-N,N-dimethylmethanamine), N=1NC(C=CC1)=O (3(2H)-pyridazinone). Yields the product CN(C)C[C@@H]1[C@H](C1)C1=CC=C(C=C1)N1N=CC=CC1=O (2-(4-((1S,2S)-2-((dimethylamino)methyl)cyclopropyl)phenyl)pyridazin-3(2H)-one). RXN SMILES: Br[C:2]1[CH:7]=[CH:6][C:5]([C@H:8]2[CH2:10][C@@H:9]2[CH2:11][N:12]([CH3:14])[CH3:13])=[CH:4][CH:3]=1.[N:15]1[NH:16][C:17](=[O:21])[CH:18]=[CH:19][CH:20]=1>>[CH3:13][N:12]([CH2:11][C@H:9]1[CH2:10][C@@H:8]1[C:5]1[CH:6]=[CH:7][C:2]([N:16]2[C:17](=[O:21])[CH:18]=[CH:19][CH:20]=[N:15]2)=[CH:3][CH:4]=1)[CH3:14]. Reported procedure: Following the general procedure, reaction of 7d (2.13 g assayed, 8.37 mmol) with 3(2H)-pyridazinone (1.05 g, 10.5 mmol) afforded a solution of the free base of 8d in an assayed yield of 1.57 g (5.8 mmol, 70% assay yield, 93% peak area). The product is Cl.ClC=1C=C(OC2=C(C#N)C=CC(=C2)C(CO)(N2C=NC=C2)C2=CC=C(C=C2)Cl)C=CC1 (2-(3-Chloro-phenoxy)-4-[1-(4-chloro-phenyl)-2-hydroxy-1-imidazol-1-yl-ethyl]-benzonitrile Hydrochloride). Procedure details: To a solution of 2-(3-chloro-phenoxy)-4-[(4-chloro-phenyl)-imidazol-1-yl-methyl]-benzonitrile trifluoroacetate (0.065 g, 0.122 mmol) in acetonitrile (5 mL) was added 1M KOH (0.5 mL) (pH=9-10) and 37% aqueous formaldehyde (0.14 mL) After stirring for 18 hr the mixture was adjusted to pH=3 with acetic acid, diluted with CH3OH (3 mL) and purified on prep HPLC. The TFA salt was converted to the HCl salt to obtain the title compound. Solvent: C(C)#N (acetonitrile), CO (CH3OH). Reaction conditions: time 18 hour. Starting materials: FC(C(=O)O)(F)F.ClC=1C=C(OC2=C(C#N)C=CC(=C2)C(N2C=NC=C2)C2=CC=C(C=C2)Cl)C=CC1 (2-(3-chloro-phenoxy)-4-[(4-chloro-phenyl)-imidazol-1-yl-methyl]-benzonitrile trifluoroacetate), [OH-].[K+] (KOH), C=O (formaldehyde), C(C)(=O)O (acetic acid). RXN SMILES: FC(F)(F)[C:3](O)=[O:4].[Cl:8][C:9]1[CH:10]=[C:11]([CH:34]=[CH:35][CH:36]=1)[O:12][C:13]1[CH:20]=[C:19]([CH:21]([C:27]2[CH:32]=[CH:31][C:30]([Cl:33])=[CH:29][CH:28]=2)[N:22]2[CH:26]=[CH:25][N:24]=[CH:23]2)[CH:18]=[CH:17][C:14]=1[C:15]#[N:16].[OH-].[K+].C=O.C(O)(=O)C>C(#N)C.CO>[ClH:8].[Cl:8][C:9]1[CH:10]=[C:11]([CH:34]=[CH:35][CH:36]=1)[O:12][C:13]1[CH:20]=[C:19]([C:21]([C:27]2[CH:32]=[CH:31][C:30]([Cl:33])=[CH:29][CH:28]=2)([N:22]2[CH:26]=[CH:25][N:24]=[CH:23]2)[CH2:3][OH:4])[CH:18]=[CH:17][C:14]=1[C:15]#[N:16] |f:0.1,2.3,8.9|. Starting materials: O=Cc1ccccc1, O=[N+]([O-])[O-], N, O, C1COCCO1, [Pd], [Tl+]. Yields the product NC(=O)c1ccccc1. RXN SMILES: [CH:1](=[O:2])[c:3]1[cH:4][cH:5][cH:6][cH:7][cH:8]1.[N+:9]([O-:10])([O-:11])=[O:12].[NH3:14].[O:15].[O:17]1[CH2:18][CH2:19][O:20][CH2:21][CH2:22]1.[Pd:16].[Tl+:13]>>[C:1](=[O:2])([c:3]1[cH:4][cH:5][cH:6][cH:7][cH:8]1)[NH2:9]. Reactants: C1(=CC(=CC=C1)N)N (benzene-1,3-diamine), C(C)C1=C(C(=O)Cl)C(=CC(=C1)C(C(F)(F)F)(C(F)(F)F)F)CC (2,6-diethyl-4-(1,2,2,2-tetrafluoro-1-trifluoromethyl-ethyl)-benzoyl chloride). Yields the product NC=1C=C(C=CC1)NC(C1=C(C=C(C=C1CC)C(C(F)(F)F)(C(F)(F)F)F)CC)=O (N-(3-Amino-phenyl)-2,6-diethyl-4-(1,2,2,2-tetrafluoro-1-trifluoromethyl-ethyl)-benzamide). Reaction SMILES: [C:1]1([NH2:8])[CH:6]=[CH:5][CH:4]=[C:3]([NH2:7])[CH:2]=1.[CH2:9]([C:11]1[CH:19]=[C:18]([C:20]([F:29])([C:25]([F:28])([F:27])[F:26])[C:21]([F:24])([F:23])[F:22])[CH:17]=[C:16]([CH2:30][CH3:31])[C:12]=1[C:13](Cl)=[O:14])[CH3:10]>>[NH2:7][C:3]1[CH:2]=[C:1]([NH:8][C:13](=[O:14])[C:12]2[C:11]([CH2:9][CH3:10])=[CH:19][C:18]([C:20]([F:29])([C:21]([F:24])([F:22])[F:23])[C:25]([F:26])([F:27])[F:28])=[CH:17][C:16]=2[CH2:30][CH3:31])[CH:6]=[CH:5][CH:4]=1. Reported procedure: N-(3-Amino-phenyl)-2,6-diethyl-4-(1,2,2,2-tetrafluoro-1-trifluoromethyl-ethyl)-benzamide was prepared from benzene-1,3-diamine and 2,6-diethyl-4-(1,2,2,2-tetrafluoro-1-trifluoromethyl-ethyl)-benzoyl chloride (Example I4) using the same procedure. 1H-NMR (CDCl3, 400 MHz): 7.4 (m, 3H), 7.22 (s, 1H), 7.15 (t, 1H), 6.72 (dd, 1H), 6.52 (dd, 1H), 2.80 (q, 4H), 1.30 (t, 6H) ppm. The reactants are C(C=C)#N (Acrylonitrile), C1(CCCCC1)C1=C(NC2=CC(=CC=C12)C(=O)OC)C1=C(C=CC=C1)C=O (methyl 3-cyclohexyl-2-(2-formylphenyl)-1H-indole-6-carboxylate). Reaction conditions: temperature 100 celsius. The product is C(#N)C1=CN2C(C3=C(C1)C=CC=C3)=C(C=3C=CC(=CC32)C(=O)OC)C3CCCCC3 (Methyl 6-cyano-13-cyclohexyl-5H-indolo[2,1-a][2]benzazepine-10-carboxylate). As a reaction SMILES: [C:1](#[N:4])[CH:2]=[CH2:3].[CH:5]1([C:11]2[C:19]3[C:14](=[CH:15][C:16]([C:20]([O:22][CH3:23])=[O:21])=[CH:17][CH:18]=3)[NH:13][C:12]=2[C:24]2[CH:29]=[CH:28][CH:27]=[CH:26][C:25]=2[CH:30]=O)[CH2:10][CH2:9][CH2:8][CH2:7][CH2:6]1>>[C:1]([C:2]1[CH2:30][C:25]2[CH:26]=[CH:27][CH:28]=[CH:29][C:24]=2[C:12]2=[C:11]([CH:5]3[CH2:10][CH2:9][CH2:8][CH2:7][CH2:6]3)[C:19]3[CH:18]=[CH:17][C:16]([C:20]([O:22][CH3:23])=[O:21])=[CH:15][C:14]=3[N:13]2[CH:3]=1)#[N:4]. Procedure details: Acrylonitrile (2 mL of 1.52 M in 1,4-dioxane, 3.04 mmol) was added to methyl 3-cyclohexyl-2-(2-formylphenyl)-1H-indole-6-carboxylate (200 mg, 0.55 mmol) in a microwave vial. The vial was sealed and Triton® B (50□L, 0.11□mol) was added via syringe. The vial was heated in a microwave apparatus for 1 hr at 100° C. The solution was concentrated and the residue dissolved in methylene chloride. The solution was applied to a silica gel thick layer plate. The plated was eluted with hexanes-ethyl acetate...